Dataset: the Open Reaction Database (ORD), a public repository of structured organic reaction records. Task: describe an organic reaction: reactants, conditions, products, and yield The reactants are S(=O)(Cl)Cl (thionyl chloride), C(C)P(OC(C)C)(=O)COS(=O)(=O)C1=C(C=CC=C1C)Cl (O-isopropyl P-ethyl[[(2-chloro-6-methylphenyl)sulfonyloxy]methyl]phosphinate), C(C)P(OC(C)C)(=O)COS(=O)(=O)C1=C(C=CC=C1C)Cl (O-isopropyl P-ethyl[[(2-chloro-6-methylphenyl)sulfonyloxy]methyl]phosphinate), S(=O)(Cl)Cl (thionyl chloride). Run in ClCCCl (1,2-dichloroethane). Run at temperature 50 celsius, time 65 hour. Product: C(C)P(=O)(COS(=O)(=O)C1=C(C=CC=C1C)Cl)Cl (P-Ethyl[[(2-chloro-6-methylphenyl)sulfonyloxy]methyl]phosphinoyl chloride). RXN SMILES: [CH2:1]([P:3]([CH2:9][O:10][S:11]([C:14]1[C:19]([CH3:20])=[CH:18][CH:17]=[CH:16][C:15]=1[Cl:21])(=[O:13])=[O:12])(=O)[O:4]C(C)C)[CH3:2].S(Cl)([Cl:24])=O>ClCCCl>[CH2:1]([P:3]([Cl:24])([CH2:9][O:10][S:11]([C:14]1[C:19]([CH3:20])=[CH:18][CH:17]=[CH:16][C:15]=1[Cl:21])(=[O:13])=[O:12])=[O:4])[CH3:2]. Procedure: A mixture of 20.0 g of O-isopropyl P-ethyl[[2-chloro-6-methylphenyl)sulfonyloxy]methyl]phosphinate (Compound 119), 80 ml of 1,2-dichloroethane and 4.6 ml of thionyl chloride was heated to 50° C. for four hours. 31P NMR analysis of an aliquot of the reaction showed that one third of the starting material was still present so the reaction was heated to 50° C. for 1.5 hours, cooled and let stand at room temperature for 65 hours, heated again to 50° C. for 4 hours and let stand overnight. 31P NMR in... Starting materials: [BH4-].[Na+] (sodium borohydride), O(C1=CC=CC=C1)C=1C=C(C(=O)O)C=CC1 (m-phenoxybenzoic acid), B(F)(F)F.CCOCC (boron trifluoride diethyl etherate). Reagents/catalysts: [Hg] (mercury). Run at temperature 20 celsius, time 12 hour. The product is O(C1=CC=CC=C1)C=1C=C(CO)C=CC1 (m-phenoxybenzyl alcohol). Yield: 79.9%. RXN SMILES: [BH4-].[Na+].[O:3]([C:10]1[CH:11]=[C:12]([CH:16]=[CH:17][CH:18]=1)[C:13](O)=[O:14])[C:4]1[CH:9]=[CH:8][CH:7]=[CH:6][CH:5]=1.B(F)(F)F.CCOCC>[Hg]>[O:3]([C:10]1[CH:11]=[C:12]([CH:16]=[CH:17][CH:18]=1)[CH2:13][OH:14])[C:4]1[CH:5]=[CH:6][CH:7]=[CH:8][CH:9]=1 |f:0.1,3.4|. Procedure details: A 500-milliliter, 4-necked glass reaction vessel equipped with a magnetic stirring bar, pressure-equalizing addition funnel, thermometer, and reflux condenser vented to a mercury bubbler was charged with 9.6 grams (0.248 mole plus 5% excess) of sodium borohydride and 64 grams (0.30 mole) of m-phenoxybenzoic acid and flushed 10 minutes with dry nitrogen. The reaction vessel was cooled in an external ice/water bath as 0.2 liter of tetrahydrofuran was added dropwise followed by 40.6 milliliters (0.... Reactants: ClCC(=C(I)I)I (3-chloro-1,1,2-triiodo-1-propene), [S-]C#N.[Na+] (sodium thiocyanate), [I-].[Na+] (sodium iodide). Run in CC(=O)C (acetone). Reaction conditions: time 12 hour. The product is IC(CSC#N)=C(I)I (2,3,3-Triiodoallyl thiocyanate). As a reaction SMILES: [S-:1][C:2]#[N:3].[Na+].Cl[CH2:6][C:7]([I:11])=[C:8]([I:10])[I:9].[I-].[Na+]>CC(C)=O>[I:11][C:7](=[C:8]([I:10])[I:9])[CH2:6][S:1][C:2]#[N:3] |f:0.1,3.4|. Procedure: 9.14 g (0.113 mole) of sodium thiocyanate are dissolved in 200 ml of acetone; 51.4 g (0.113 mole) of 3-chloro-1,1,2-triiodo-1-propene are then added. In addition, 0.2 g of sodium iodide are also introduced as the catalyst. The reaction mixture is stirred at room temperature for 12 hours. Procedure details: Preparation of (S)-3-(trans-4-(3,5′-dichloro-6-((tetrahydro-2H-pyran-4-yl)methyl)amino-2,4′-bipyridin-2′-yl-amino)cyclohexylamino)-1,1,1-trifluoropropan-2-ol: To a solution of N2′-(trans-4-aminocyclohexyl)-3,5′-dichloro-N6-((2,2-dimethyltetrahydro-2H-pyran-4-yl)methyl)-2,4′-bipyridine-2′,6-diamine (19 mg, 0.040 mmol) in 2-propanol (0.3 mL) was added (S)-(−)-3,3,3-trifluoro-1,2-epoxypropane (3.4 uL, 0.040 mmol). The mixture was stirred at 70° C. for 2 hr. The reaction mixture was concentrated. Th... The solvent is CC(C)O (2-propanol). Reaction SMILES: ClC1C(C2C(Cl)=CN=C(N[C@H]3CC[C@H](N[CH2:31][C@H:32]([OH:37])[C:33]([F:36])([F:35])[F:34])CC3)C=2)=NC(NCC2CCOCC2)=CC=1.[NH2:38][C@H:39]1[CH2:44][CH2:43][C@H:42]([NH:45][C:46]2[CH:51]=[C:50]([C:52]3[C:57]([Cl:58])=[CH:56][CH:55]=[C:54]([NH:59][CH2:60][CH:61]4[CH2:66][CH2:65][O:64][C:63]([CH3:68])([CH3:67])[CH2:62]4)[N:53]=3)[C:49]([Cl:69])=[CH:48][N:47]=2)[CH2:41][CH2:40]1.FC(F)(F)[C@H]1OC1>CC(O)C>[Cl:58][C:57]1[C:52]([C:50]2[C:49]([Cl:69])=[CH:48][N:47]=[C:46]([NH:45][C@H:42]3[CH2:43][CH2:44][C@H:39]([NH:38][CH2:31][C@H:32]([OH:37])[C:33]([F:36])([F:35])[F:34])[CH2:40][CH2:41]3)[CH:51]=2)=[N:53][C:54]([NH:59][CH2:60][CH:61]2[CH2:66][CH2:65][O:64][C:63]([CH3:67])([CH3:68])[CH2:62]2)=[CH:55][CH:56]=1. Conditions: temperature 70 celsius, time 2 hour. Reactants: ClC=1C(=NC(=CC1)NCC1CCOCC1)C1=CC(=NC=C1Cl)N[C@@H]1CC[C@H](CC1)NC[C@@H](C(F)(F)F)O ((S)-3-(trans-4-(3,5′-dichloro-6-((tetrahydro-2H-pyran-4-yl)methyl)amino-2,4′-bipyridin-2′-yl-amino)cyclohexylamino)-1,1,1-trifluoropropan-2-ol), N[C@@H]1CC[C@H](CC1)NC1=NC=C(C(=C1)C1=NC(=CC=C1Cl)NCC1CC(OCC1)(C)C)Cl (N2′-(trans-4-aminocyclohexyl)-3,5′-dichloro-N6-((2,2-dimethyltetrahydro-2H-pyran-4-yl)methyl)-2,4′-bipyridine-2′,6-diamine), FC([C@@H]1CO1)(F)F ((S)-(−)-3,3,3-trifluoro-1,2-epoxypropane). The product is ClC=1C(=NC(=CC1)NCC1CC(OCC1)(C)C)C1=CC(=NC=C1Cl)N[C@@H]1CC[C@H](CC1)NC[C@@H](C(F)(F)F)O ((2S)-3-(trans-4-(3,5′-dichloro-6-((2,2-dimethyltetrahydro-2H-pyran-4-yl)methyl)amino-2,4′-bipyridin-2′-yl-amino)cyclohexylamino)-1,1,1-trifluoropropan-2-ol). The reactants are OC1=CC=C(C(=O)NN)C=C1 (4-Hydroxybenzoic acid hydrazide), ClC=1C=C(C=CC1)N=C=S (3-chlorophenylisothiocyanate). Reagents/catalysts: O=[Hg] (Mercury (II) oxide yellow). Solvent: CO (methanol). Yields the product ClC=1C=C(C=CC1)NC1=NN=C(O1)C1=CC=C(C=C1)O (4-{5-[(3-chlorophenyl)amino]-1,3,4-oxadiazol-2-yl}-phenol). The yield is 89.7%. Reaction SMILES: [OH:1][C:2]1[CH:11]=[CH:10][C:5]([C:6]([NH:8][NH2:9])=[O:7])=[CH:4][CH:3]=1.[Cl:12][C:13]1[CH:14]=[C:15]([N:19]=[C:20]=S)[CH:16]=[CH:17][CH:18]=1>CO.O=[Hg]>[Cl:12][C:13]1[CH:14]=[C:15]([NH:19][C:20]2[O:7][C:6]([C:5]3[CH:10]=[CH:11][C:2]([OH:1])=[CH:3][CH:4]=3)=[N:8][N:9]=2)[CH:16]=[CH:17][CH:18]=1. Procedure details: Mercury (II) oxide yellow (6.38 g, 29.47 mmol) was suspended in ca. 100 mL of anhydrous methanol. 4-Hydroxybenzoic acid hydrazide (4.48 g, 29.47 mmol) was added to this bright-orange suspension, followed by 3-chlorophenylisothiocyanate (5.0 g, 29.47 mmol). The reaction mixture was brought to reflux and refluxed for 2 hours. The reaction mixture turned pitch-black in color and formed black precipitate. Then it was cooled down to ambient temperature and filtered through a short pad of Celite. Then... The reactants are OC1CCN(c2ncc(Br)cn2)CC1, C1CCOC1, CS(=O)(=O)c1ccc(N2CCc3c(Cl)ncnc32)c(F)c1, [H-], [Na+]. Yields the product CS(=O)(=O)c1ccc(N2CCc3c(OC4CCN(c5ncc(Br)cn5)CC4)ncnc32)c(F)c1. RXN SMILES: [Br:1][c:2]1[cH:3][n:4][c:5]([N:8]2[CH2:9][CH2:10][CH:11]([OH:14])[CH2:12][CH2:13]2)[n:6][cH:7]1.[CH2:38]1[O:39][CH2:40][CH2:41][CH2:42]1.[Cl:15][c:16]1[c:17]2[c:18]([n:19][cH:20][n:21]1)[N:22]([c:25]1[c:26]([F:35])[cH:27][c:28]([S:31](=[O:32])(=[O:33])[CH3:34])[cH:29][cH:30]1)[CH2:23][CH2:24]2.[H-:37].[Na+:36]>>[Br:1][c:2]1[cH:3][n:4][c:5]([N:8]2[CH2:9][CH2:10][CH:11]([O:14][c:16]3[c:17]4[c:18]([n:19][cH:20][n:21]3)[N:22]([c:25]3[c:26]([F:35])[cH:27][c:28]([S:31](=[O:32])(=[O:33])[CH3:34])[cH:29][cH:30]3)[CH2:23][CH2:24]4)[CH2:12][CH2:13]2)[n:6][cH:7]1.